The task is: describe an organic reaction: reactants, conditions, products, and yield. This data is from the Open Reaction Database (ORD), a public repository of structured organic reaction records. Starting materials: CCO, [H][H], C1=Cc2ccccc2OC1. Yields the product c1ccc2c(c1)CCCO2. As a reaction SMILES: [CH3:13][CH2:14][OH:15].[H:11][H:12].[O:1]1[CH2:2][CH:3]=[CH:4][c:5]2[cH:6][cH:7][cH:8][cH:9][c:10]21>>[O:1]1[CH2:2][CH2:3][CH2:4][c:5]2[cH:6][cH:7][cH:8][cH:9][c:10]21. The reactants are COc1cc(OC)c(C=CS(=O)(=O)Nc2ccc(OC)c(N)c2)c(OC)c1, CC(=O)O, N#CO[K], O. The product is COc1cc(OC)c(C=CS(=O)(=O)Nc2ccc(OC)c(NC(N)=O)c2)c(OC)c1. RXN SMILES: [CH3:1][O:2][c:3]1[c:4]([CH:5]=[CH:6][S:7](=[O:8])(=[O:9])[NH:10][c:11]2[cH:12][c:13]([NH2:19])[c:14]([O:17][CH3:18])[cH:15][cH:16]2)[c:20]([O:26][CH3:27])[cH:21][c:22]([O:24][CH3:25])[cH:23]1.[CH3:33][C:34](=[O:35])[OH:36].[K:28][O:29][C:30]#[N:31].[OH2:32]>>[CH3:1][O:2][c:3]1[c:4]([CH:5]=[CH:6][S:7](=[O:8])(=[O:9])[NH:10][c:11]2[cH:12][c:13]([NH:19][C:30](=[O:29])[NH2:31])[c:14]([O:17][CH3:18])[cH:15][cH:16]2)[c:20]([O:26][CH3:27])[cH:21][c:22]([O:24][CH3:25])[cH:23]1.